The task is: describe an organic reaction: reactants, conditions, products, and yield. This data is from the Open Reaction Database (ORD), a public repository of structured organic reaction records. Starting materials: CCN(C(C)C)C(C)C (DIPEA), C(C)(C)(C)OC(=O)N[C@@H]1C[C@H](CCC1)C(=O)O (racemic trans 3-tert-butoxycarbonylamino-cyclohexanecarboxylic acid), Cl.CNC (dimethylamine hydrochloride), CCN=C=NCCCN(C)C (EDCI). Solvent: C(Cl)Cl (DCM). Reaction conditions: time 16 hour. Product: C(C)(C)(C)OC(N[C@@H]1C[C@H](CCC1)C(N(C)C)=O)=O (racemic trans 3-dimethylcarbamoyl-cyclohexyl carbamic acid tert-butyl ester). The yield is 39.4%. As a reaction SMILES: C[CH2:2][N:3](C(C)C)[CH:4](C)C.[C:10]([O:14][C:15]([NH:17][C@H:18]1[CH2:23][CH2:22][CH2:21][C@H:20]([C:24]([OH:26])=O)[CH2:19]1)=[O:16])([CH3:13])([CH3:12])[CH3:11].Cl.CNC.CCN=C=NCCCN(C)C>C(Cl)Cl>[C:10]([O:14][C:15](=[O:16])[NH:17][C@H:18]1[CH2:23][CH2:22][CH2:21][C@H:20]([C:24](=[O:26])[N:3]([CH3:4])[CH3:2])[CH2:19]1)([CH3:13])([CH3:12])[CH3:11] |f:2.3|. Procedure: DIPEA (1.8 mL, 10.3 mmol) was added at RT to a mixture of racemic trans 3-tert-butoxycarbonylamino-cyclohexanecarboxylic acid (1.00 g, 4.109 mmol), dimethylamine hydrochloride (0.0.503 g, 6.17 mmol), and EDCI (1.182 g, 6.17 mmol) in 13 mL of DCM. The resulting mixture was stirred at RT for 16 hours before being partitioned between H2O and DCM. The aqueous layer was back extracted twice with DCM. The combined organic layers were dried (Na2SO4), filtered, and evaporated. The residue was purified b... The reactants are COc1ccc(-n2nc(C(C)(C)C)cc2N)cc1, O=C([O-])[O-], O=C(Cl)c1cccc2cc(Oc3cc(Cl)ncn3)ccc12, ClCCl, [Na+], [Na+], c1ccncc1. Product: COc1ccc(-n2nc(C(C)(C)C)cc2NC(=O)c2cccc3cc(Oc4cc(Cl)ncn4)ccc23)cc1. As a reaction SMILES: [C:1]([CH3:2])([CH3:3])([CH3:4])[c:5]1[cH:6][c:7]([NH2:18])[n:8](-[c:10]2[cH:11][cH:12][c:13]([O:16][CH3:17])[cH:14][cH:15]2)[n:9]1.[C:46](=[O:47])([O-:48])[O-:49].[Cl:19][c:20]1[cH:21][c:22]([O:26][c:27]2[cH:28][c:29]3[cH:30][cH:31][cH:32][c:33]([C:37](=[O:38])[Cl:39])[c:34]3[cH:35][cH:36]2)[n:23][cH:24][n:25]1.[Cl:52][CH2:53][Cl:54].[Na+:50].[Na+:51].[cH:40]1[cH:41][cH:42][n:43][cH:44][cH:45]1>>[C:1]([CH3:2])([CH3:3])([CH3:4])[c:5]1[cH:6][c:7]([NH:18][C:37]([c:33]2[cH:32][cH:31][cH:30][c:29]3[cH:28][c:27]([O:26][c:22]4[cH:21][c:20]([Cl:19])[n:25][cH:24][n:23]4)[cH:36][cH:35][c:34]32)=[O:38])[n:8](-[c:10]2[cH:11][cH:12][c:13]([O:16][CH3:17])[cH:14][cH:15]2)[n:9]1. The reactants are O.NN (hydrazine hydrate), mixture, mixture, N1(CCSCC1)CCN1C(C2=CC=CC=C2C1=O)=O (2-(2-thiomorpholin-4-ylethyl)isoindol-1,3-dione), Cl (hydrochloric acid), C(C)(C)(C)C1=CC=C(CN=C=S)C=C1 (4-t-butylbenzylisothiocyanate). Run in CN(C=O)C (dimethylformamide), ClCCl (dichloromethane), C(C)N(CC)CC (triethylamine), CO (methanol), O1CCCC1 (tetrahydrofuran). Conditions: time 21 hour. Yields the product C(C)(C)(C)C1=CC=C(CNC(=S)NCCN2CCSCC2)C=C1 (4-t-butylbenzyl-3-(2-(thiomorpholin-4-yl)ethyl)thiourea). As a reaction SMILES: [N:1]1([CH2:7][CH2:8][N:9]2C(=O)C3C(=CC=CC=3)C2=O)[CH2:6][CH2:5][S:4][CH2:3][CH2:2]1.O.NN.Cl.[C:24]([C:28]1[CH:37]=[CH:36][C:31]([CH2:32][N:33]=[C:34]=[S:35])=[CH:30][CH:29]=1)([CH3:27])([CH3:26])[CH3:25]>CO.O1CCCC1.CN(C)C=O.ClCCl.C(N(CC)CC)C>[C:24]([C:28]1[CH:37]=[CH:36][C:31]([CH2:32][NH:33][C:34]([NH:9][CH2:8][CH2:7][N:1]2[CH2:6][CH2:5][S:4][CH2:3][CH2:2]2)=[S:35])=[CH:30][CH:29]=1)([CH3:27])([CH3:25])[CH3:26] |f:1.2|. Procedure details: 2-(2-thiomorpholin-4-ylethyl)isoindol-1,3-dione 15-1 (2.76 g) was dissolved in a mixture of methanol (20 ml) and tetrahydrofuran (20 ml) and to the solution was added dropwise hydrazine hydrate (550 mg), followed by stirring for 21 hours. To the obtained solution was added 2 N aqueous hydrochloric acid solution (6 ml), and the mixture was stirred for 3 hours and then concentrated under reduced pressure. To the concentrate was added water (15 ml) and the undissolved material was filtered off. The... Starting materials: CC1=CC=C2C(=CNC2=C1)C=O (6-methyl-1H-indole-3-carbaldehyde), C(C=C)OC=1C=C2C(=CN(C2=CC1)C(=O)N)N=C=O (5-allyloxy-3-isocyanato-indole-1-carboxylic acid amide). Product: CC1=CC=C2C(=CN(C2=C1)C(=O)N)N=C=O (6-Methyl-3-isocyanato-indole-1-carboxylic acid amide). Reaction SMILES: [CH3:1]C1C=C2C(C(C=O)=CN2)=CC=1.C(O[C:17]1[CH:18]=[C:19]2[C:23](=[CH:24][CH:25]=1)[N:22]([C:26]([NH2:28])=[O:27])[CH:21]=[C:20]2[N:29]=[C:30]=[O:31])C=C>>[CH3:1][C:25]1[CH:24]=[C:23]2[C:19]([C:20]([N:29]=[C:30]=[O:31])=[CH:21][N:22]2[C:26]([NH2:28])=[O:27])=[CH:18][CH:17]=1. Procedure details: was prepared from 6-methyl-1H-indole-3-carbaldehyde using the protocol described for steps C, D and E in scheme A4 for the preparation of 5-allyloxy-3-isocyanato-indole-1-carboxylic acid amide. Run in petroleum ether, O (water). Reaction conditions: time 80 hour. Reactants: C(O)C(CC)(CO)CO (trimethylolpropane), C(C=C)(=O)O (acrylic acid), acid, C1(O)=CC=C(O)C=C1 (hydroquinone), 32, C(C=C)O (allyl alcohol), C(C=C)O (allyl alcohol). Reaction SMILES: [CH2:1]([C:3]([CH2:8][OH:9])([CH2:6][OH:7])[CH2:4][CH3:5])[OH:2].[C:10]([OH:14])(=[O:13])[CH:11]=[CH2:12].C1(C=CC(O)=CC=1)O.C(O)C=C>O>[C:10]([OH:14])(=[O:13])[CH:11]=[CH2:12].[C:10]([OH:14])(=[O:13])[CH:11]=[CH2:12].[C:10]([OH:14])(=[O:13])[CH:11]=[CH2:12].[CH2:1]([C:3]([CH2:8][OH:9])([CH2:6][OH:7])[CH2:4][CH3:5])[OH:2] |f:5.6.7.8|. Yields the product C(C=C)(=O)O.C(C=C)(=O)O.C(C=C)(=O)O.C(O)C(CC)(CO)CO (trimethylolpropane triacrylate). Reported procedure: 2.44 kg of trimethylolpropane, 3.93 kg of acrylic acid, 0.5 kg of an acid ion exchanger (Lewatit 3333 of BAYER AG), 9 g of hydroquinone and 1.5 liters of petroleum ether (boiling range 60° to 70° C) were heated under a water separator, whilst stirring, in a 10 liter three-necked flask equipped with a stirrer, water separator and gas inlet tube. At the same time, a constant stream of air saturated with allyl alcohol was passed through the flask at a rate of 2 liters/hour. In total, 16 ml of allyl... The reactants are 216d, ClC1=NC=C(C(=N1)NC1=C(C=CC=C1)C=1N(C=CN1)C)Cl ((2,5-Dichloro-pyrimidin-4-yl)-[2-(1-methyl-1H-imidazol-2-yl)-phenyl]-amine), C(C)N1CCC2=C(CC1)C=C(C=C2)N (3-Ethyl-2,3,4,5-tetrahydro-1H-benzo[d]azepin-7-ylamine), Cl.O1CCOCC1 (HCl Dioxane), C(=O)(C(F)(F)F)O (TFA). The solvent is COCCO (2-methoxyethanol). Run at temperature 120 celsius, time 4 hour. The product is ClC=1C(=NC(=NC1)NC1=CC2=C(CCN(CC2)CC)C=C1)NC1=C(C=CC=C1)C=1N(C=CN1)C (5-Chloro-N*2*-(3-ethyl-2,3,4,5-tetrahydro-1H-benzo[d]azepin-7-yl)-N*4*-[2-(1-methyl-1H-imidazol-2-yl)-phenyl]-pyrimidine-2,4-diamine). Yield: 62.6%. RXN SMILES: Cl[C:2]1[N:7]=[C:6]([NH:8][C:9]2[CH:14]=[CH:13][CH:12]=[CH:11][C:10]=2[C:15]2[N:16]([CH3:20])[CH:17]=[CH:18][N:19]=2)[C:5]([Cl:21])=[CH:4][N:3]=1.[CH2:22]([N:24]1[CH2:30][CH2:29][C:28]2[CH:31]=[C:32]([NH2:35])[CH:33]=[CH:34][C:27]=2[CH2:26][CH2:25]1)[CH3:23].Cl.O1CCOCC1.C(O)(C(F)(F)F)=O>COCCO>[Cl:21][C:5]1[C:6]([NH:8][C:9]2[CH:14]=[CH:13][CH:12]=[CH:11][C:10]=2[C:15]2[N:16]([CH3:20])[CH:17]=[CH:18][N:19]=2)=[N:7][C:2]([NH:35][C:32]2[CH:33]=[CH:34][C:27]3[CH2:26][CH2:25][N:24]([CH2:22][CH3:23])[CH2:30][CH2:29][C:28]=3[CH:31]=2)=[N:3][CH:4]=1 |f:2.3|. Reported procedure: (2,5-Dichloro-pyrimidin-4-yl)-[2-(1-methyl-1H-imidazol-2-yl)-phenyl]-amine. A solution of crude 2-(1-Methyl-1H-imidazol-2-yl)-phenylamine (220 mg, 1.27 mmol) in DMF (8 mL) was treated with 2,4,5-trichloropyrimidine (233 mg, 1.27 mmol) and potassium carbonate (526 mg, 3.81 mmol). The mixture was then heated to 80° C. and was allowed to stir overnight. The reaction mixture was then cooled and DMF was removed en vacuo. The residue was taken up in ethyl acetate (20 mL) and was poured over saturated ... The reactants are ClC1=C(C=CC(=C1)CCNC1=NC=CC(=N1)C1=CC(=CC=C1)CNC(C)C)O (2-Chloro-4-(2-{4-[3-(isopropylamino-methyl)-phenyl]-pyrimidin-2-ylamino}-ethyl)-phenol), 516, ClC1=C(C=CC(=C1)CCNC1=NC=CC(=N1)C1=CC(=CC=C1)CNC(C)C)O (2-Chloro-4-(2-{4-[3-(isopropylamino-methyl)-phenyl]-pyrimidin-2-ylamino}-ethyl)-phenol), CC1=NC=C(C(=O)O)C=C1 (6-methyl-nicotinic acid). The product is ClC=1C=C(C=CC1O)CCNC1=NC=CC(=N1)C=1C=C(CN(C(C2=CN=C(C=C2)C)=O)C(C)C)C=CC1 (N-(3-{2-[2-(3-Chloro-4-hydroxy-phenyl)-ethylamino]-pyrimidin-4-yl}-benzyl)-N-isopropyl-6-methyl-nicotinamide). Reaction SMILES: [Cl:1][C:2]1[CH:7]=[C:6]([CH2:8][CH2:9][NH:10][C:11]2[N:16]=[C:15]([C:17]3[CH:22]=[CH:21][CH:20]=[C:19]([CH2:23][NH:24][CH:25]([CH3:27])[CH3:26])[CH:18]=3)[CH:14]=[CH:13][N:12]=2)[CH:5]=[CH:4][C:3]=1[OH:28].[CH3:29][C:30]1[CH:38]=[CH:37][C:33]([C:34](O)=[O:35])=[CH:32][N:31]=1>>[Cl:1][C:2]1[CH:7]=[C:6]([CH2:8][CH2:9][NH:10][C:11]2[N:16]=[C:15]([C:17]3[CH:18]=[C:19]([CH:20]=[CH:21][CH:22]=3)[CH2:23][N:24]([CH:25]([CH3:26])[CH3:27])[C:34](=[O:35])[C:33]3[CH:37]=[CH:38][C:30]([CH3:29])=[N:31][CH:32]=3)[CH:14]=[CH:13][N:12]=2)[CH:5]=[CH:4][C:3]=1[OH:28]. Reported procedure: 2-Chloro-4-(2-{4-[3-(isopropylamino-methyl)-phenyl]-pyrimidin-2-ylamino}-ethyl)-phenol (compound 132) was coupled with 6-methyl-nicotinic acid following procedure D2. LC-MS showed the product had the expected M+H+ of 516. 1H NMR (Varian 300 MHz, CDCl3, shifts relative to the solvent peak at 7.24 ppm) δ 9.3 (s, 1H)) 8.3 (m, 2H) 8.2 (s, 1H) 8.0 (d, 2H) 7.6 (d, 1H) 7.4 (m, 2H) 7.3 (d, 1H) 7.2 (s, 1H) 7.0 (d, 1H) 5.4 (s, br, 1H) 3.9 (s, 2H) 3.7 (m, 2H) 3.1 (m, 1H) 2.9 (m, 2H) 2.7 (s, 3H) 1.3 (d, 6H)... Reactants: CN(C)C=O, ClCc1cccc(Oc2ccccc2)c1, [H-], [Na+], Nc1ncccc1-c1cn[nH]c1. The product is Nc1ncccc1-c1cnn(Cc2cccc(Oc3ccccc3)c2)c1. Reaction SMILES: [CH3:30][N:31]([CH3:32])[CH:33]=[O:34].[Cl:15][CH2:16][c:17]1[cH:18][c:19]([O:23][c:24]2[cH:25][cH:26][cH:27][cH:28][cH:29]2)[cH:20][cH:21][cH:22]1.[H-:13].[Na+:14].[nH:1]1[n:2][cH:3][c:4](-[c:6]2[c:7]([NH2:12])[n:8][cH:9][cH:10][cH:11]2)[cH:5]1>>[n:1]1([CH2:16][c:17]2[cH:18][c:19]([O:23][c:24]3[cH:25][cH:26][cH:27][cH:28][cH:29]3)[cH:20][cH:21][cH:22]2)[n:2][cH:3][c:4](-[c:6]2[c:7]([NH2:12])[n:8][cH:9][cH:10][cH:11]2)[cH:5]1. Starting materials: O=C[C@@H](O)[C@@H](O)[C@H](O)[C@H](O)CO (D-mannose), C(CCCCCCCCCCC)N (dodecylamine), C(CCCCCCCCCCCCCCCCC)(=O)Cl (stearoyl chloride). Yields the product C(CCCCCCCCCCC)N(C(CCCCCCCCCCCCCCCCC)=O)C1[C@@H](O)[C@@H](O)[C@H](O)[C@H](O1)CO (N-Dodecyl-N-(D-mannopyranosyl)-stearic acid amide). Reaction SMILES: O=[CH:2][C@H:3]([C@H:5]([C@@H:7]([C@@H:9]([CH2:11][OH:12])[OH:10])[OH:8])[OH:6])[OH:4].[CH2:13]([NH2:25])[CH2:14][CH2:15][CH2:16][CH2:17][CH2:18][CH2:19][CH2:20][CH2:21][CH2:22][CH2:23][CH3:24].[C:26](Cl)(=[O:44])[CH2:27][CH2:28][CH2:29][CH2:30][CH2:31][CH2:32][CH2:33][CH2:34][CH2:35][CH2:36][CH2:37][CH2:38][CH2:39][CH2:40][CH2:41][CH2:42][CH3:43]>>[CH2:13]([N:25]([CH:2]1[O:10][C@H:9]([CH2:11][OH:12])[C@@H:7]([OH:8])[C@H:5]([OH:6])[C@@H:3]1[OH:4])[C:26](=[O:44])[CH2:27][CH2:28][CH2:29][CH2:30][CH2:31][CH2:32][CH2:33][CH2:34][CH2:35][CH2:36][CH2:37][CH2:38][CH2:39][CH2:40][CH2:41][CH2:42][CH3:43])[CH2:14][CH2:15][CH2:16][CH2:17][CH2:18][CH2:19][CH2:20][CH2:21][CH2:22][CH2:23][CH3:24]. Reported procedure: The compound was prepared from D-mannose, dodecylamine and stearoyl chloride analogously to Example 11. Reactants: CCI, CS(C)=O, [H-], [Na+], Cn1cc(-c2ccccc2)c(=O)c(-c2cccc(O)c2)c1. The product is CCOc1cccc(-c2cn(C)cc(-c3ccccc3)c2=O)c1. RXN SMILES: [CH2:24]([CH3:25])[I:26].[CH3:27][S:28]([CH3:29])=[O:30].[H-:22].[Na+:23].[OH:1][c:2]1[cH:3][c:4](-[c:8]2[cH:9][n:10]([CH3:21])[cH:11][c:12](-[c:15]3[cH:16][cH:17][cH:18][cH:19][cH:20]3)[c:13]2=[O:14])[cH:5][cH:6][cH:7]1>>[O:1]([c:2]1[cH:3][c:4](-[c:8]2[cH:9][n:10]([CH3:21])[cH:11][c:12](-[c:15]3[cH:16][cH:17][cH:18][cH:19][cH:20]3)[c:13]2=[O:14])[cH:5][cH:6][cH:7]1)[CH2:24][CH3:25].